describe an organic reaction: reactants, conditions, products, and yield From a dataset of the Open Reaction Database (ORD), a public repository of structured organic reaction records. The reactants are Cl (HCl), [N+](=O)([O-])C=1C=C2C(=NNC2=CC1)C(=O)O (5-nitro-1H-indazole-3-carboxylic acid), CO (MeOH), Cl (HCl), O=S(Cl)Cl (SOCl2). Run at temperature 0 celsius, time 10 minute. Product: COC(=O)C1=NNC2=CC=C(C=C12)[N+](=O)[O-] (5-nitro-1H-indazole-3-carboxylic acid methyl ester). RXN SMILES: [N+:1]([C:4]1[CH:5]=[C:6]2[C:10](=[CH:11][CH:12]=1)[NH:9][N:8]=[C:7]2[C:13]([OH:15])=[O:14])([O-:3])=[O:2].O=S(Cl)Cl.Cl.[CH3:21]O>>[CH3:21][O:14][C:13]([C:7]1[C:6]2[C:10](=[CH:11][CH:12]=[C:4]([N+:1]([O-:3])=[O:2])[CH:5]=2)[NH:9][N:8]=1)=[O:15]. Procedure details: To a suspension of 5-nitro-1H-indazole-3-carboxylic acid 17AP (10.74 g, 51.88 mmol) in MeOH (145 ml) at 0° C. was added SOCl2 (35 ml) dropwise. After stirring for 10 min at 0° C., the reaction mixture was refluxed overnight. HCl gas was evolved (Condenser was equipped with empty balloon to trap HCl). It was then cooled to room temperature, solid was collected by filtration and washed with MeOH to give desired 5-nitro-1H-indazole-3-carboxylic acid methyl ester 18AP (7 g, 61%). Reactants: ClC1=C(C=C(C(=C1)F)C1=NN(C(=C1Cl)C(F)(F)F)C)CO (2-chloro-5-[4-chloro-1-methyl-5-(trifluoromethyl)-1H-pyrazol-3-yl]-4-fluorobenzenemethanol), C(=O)([O-])[O-].[K+].[K+] (K2CO3), BrCC(=O)OC(C)C (isopropyl bromoacetate). The solvent is CS(=O)C (DMSO), O (water). Conditions: temperature 45 celsius, time 8 hour. The product is ClC1=C(C=C(C(=C1)F)C1=NN(C(=C1Cl)C(F)(F)F)C)COCC(=O)OC(C)C (((2-chloro-5-(4-chloro-1-methyl-5-(trifluoromethyl)-1H-pyrazol-3-yl)-4-fluorophenyl)methoxy)acetic acid, 1-methylethyl ester). Isolated yield 40.6%. RXN SMILES: [Cl:1][C:2]1[CH:7]=[C:6]([F:8])[C:5]([C:9]2[C:13]([Cl:14])=[C:12]([C:15]([F:18])([F:17])[F:16])[N:11]([CH3:19])[N:10]=2)=[CH:4][C:3]=1[CH2:20][OH:21].C([O-])([O-])=O.[K+].[K+].Br[CH2:29][C:30]([O:32][CH:33]([CH3:35])[CH3:34])=[O:31]>CS(C)=O.O>[Cl:1][C:2]1[CH:7]=[C:6]([F:8])[C:5]([C:9]2[C:13]([Cl:14])=[C:12]([C:15]([F:16])([F:17])[F:18])[N:11]([CH3:19])[N:10]=2)=[CH:4][C:3]=1[CH2:20][O:21][CH2:29][C:30]([O:32][CH:33]([CH3:35])[CH3:34])=[O:31] |f:1.2.3|. Procedure details: At 25° C., 1.7 g (5.0 mmole) 2-chloro-5-[4-chloro-1-methyl-5-(trifluoromethyl)-1H-pyrazol-3-yl]-4-fluorobenzenemethanol, 0.8 g (5.5 mmole) K2CO3 and 0.7 mL (5.5 mmole) isopropyl bromoacetate were slurried in 15 mL DMSO. The mixture was stirred overnight at 45° C. The mixture was cooled, diluted with 100 mL cold water and extracted four times with ethyl acetate. The ethyl acetate extracts were washed with brine, dried over anhydrous MgSO4 and stripped in vacuo. The residue was purified chromatogr... Starting materials: C(C1=CC=CC=C1)OCCOCC1=C(C=C(C=C1)C(C(=O)OCC1=CC=CC=C1)=C)F (benzyl 2-(4-((2-(benzyloxy)ethoxy)methyl)-3-fluorophenyl)acrylate). Reagents/catalysts: [OH-].[OH-].[Pd+2] (Pd(OH)2). Solvent: CCOC(=O)C (EtOAc). Yields the product FC=1C=C(C=CC1COCCO)C(C(=O)O)C (2-(3-fluoro-4-((2-hydroxyethoxy)methyl)phenyl)propanoic acid). The yield is 35.5%. As a reaction SMILES: C([O:8][CH2:9][CH2:10][O:11][CH2:12][C:13]1[CH:18]=[CH:17][C:16]([C:19](=[CH2:30])[C:20]([O:22]CC2C=CC=CC=2)=[O:21])=[CH:15][C:14]=1[F:31])C1C=CC=CC=1>CCOC(C)=O.[OH-].[OH-].[Pd+2]>[F:31][C:14]1[CH:15]=[C:16]([CH:19]([CH3:30])[C:20]([OH:22])=[O:21])[CH:17]=[CH:18][C:13]=1[CH2:12][O:11][CH2:10][CH2:9][OH:8] |f:2.3.4|. Procedure details: A suspension of benzyl 2-(4-((2-(benzyloxy)ethoxy)methyl)-3-fluorophenyl)acrylate (2.2 g, 5.23 mmol), 10% Pd(OH)2 (300 mg) in EtOAc (20 mL) was hydrogenated (balloon pressure) at RT for 2 h until complete consumption of benzyl 2-(4-((2-(benzyloxy)ethoxy)methyl)-3-fluorophenyl)acrylate, as evidenced by TLC analysis. The reaction mixture was filtered through Celite, washed with MeOH (2×15 mL). The combined filtrate was concentrated and the obtained crude compound was purified by dissolving in EtOA...